Dataset: the Open Reaction Database (ORD), a public repository of structured organic reaction records. Task: describe an organic reaction: reactants, conditions, products, and yield The reactants are O=C([O-])[O-], BrC(Br)(Br)Br, ClCCl, [K+], [K+], N#Cc1ccc(N2CCC(O)(CCO)CC2)cc1C(F)(F)F, c1ccc(P(c2ccccc2)c2ccccc2)cc1. The product is N#Cc1ccc(N2CCC(O)(CCBr)CC2)cc1C(F)(F)F. Reaction SMILES: [C:23](=[O:24])([O-:25])[O-:26].[C:48]([Br:49])([Br:50])([Br:51])[Br:52].[Cl:53][CH2:54][Cl:55].[K+:27].[K+:28].[OH:1][C:2]1([CH2:20][CH2:21][OH:22])[CH2:3][CH2:4][N:5]([c:8]2[cH:9][c:10]([C:16]([F:17])([F:18])[F:19])[c:11]([C:12]#[N:13])[cH:14][cH:15]2)[CH2:6][CH2:7]1.[c:29]1([P:30]([c:31]2[cH:32][cH:33][cH:34][cH:35][cH:36]2)[c:37]2[cH:38][cH:39][cH:40][cH:41][cH:42]2)[cH:43][cH:44][cH:45][cH:46][cH:47]1>>[OH:1][C:2]1([CH2:20][CH2:21][Br:49])[CH2:3][CH2:4][N:5]([c:8]2[cH:9][c:10]([C:16]([F:17])([F:18])[F:19])[c:11]([C:12]#[N:13])[cH:14][cH:15]2)[CH2:6][CH2:7]1. The product is NC=1C(=C(C=CC1)C1=CN=C(C=2NC3=CC(=CC=C3C21)OCCOC)C(=O)N)F (4-(3-Amino-2-fluorophenyl)-7-(2-methoxyethoxy)-9H-pyrido[3,4-b]indole-1-carboxamide). Run in C1CCOC1 (THF), CO (MeOH). The yield is 84.3%. Reaction conditions: time 2 hour. The reagents and catalysts are [Pd] (Pd/C). Reaction SMILES: [C:1]([C:4]1[C:9]2[NH:10][C:11]3[C:16]([C:8]=2[C:7]([C:22]2[C:23]([F:39])=[C:24]([NH:28]C(=O)OCC4C=CC=CC=4)[CH:25]=[CH:26][CH:27]=2)=[CH:6][N:5]=1)=[CH:15][CH:14]=[C:13]([O:17][CH2:18][CH2:19][O:20][CH3:21])[CH:12]=3)(=[O:3])[NH2:2]>C1COCC1.CO.[Pd]>[NH2:28][C:24]1[C:23]([F:39])=[C:22]([C:7]2[C:8]3[C:16]4[C:11](=[CH:12][C:13]([O:17][CH2:18][CH2:19][O:20][CH3:21])=[CH:14][CH:15]=4)[NH:10][C:9]=3[C:4]([C:1]([NH2:2])=[O:3])=[N:5][CH:6]=2)[CH:27]=[CH:26][CH:25]=1. The reactants are C(N)(=O)C1=NC=C(C2=C1NC1=CC(=CC=C21)OCCOC)C=2C(=C(C=CC2)NC(OCC2=CC=CC=C2)=O)F (benzyl 3-(1-carbamoyl-7-(2-methoxyethoxy)-9H-pyrido[3,4-b]indol-4-yl)-2-fluorophenylcarbamate). Procedure: A solution of benzyl 3-(1-carbamoyl-7-(2-methoxyethoxy)-9H-pyrido[3,4-b]indol-4-yl)-2-fluorophenylcarbamate (0.6318 g, 1.195 mmol) and 10% Pd/C (0.191 g, 0.179 mmol) in THF (31.9 mL) and MeOH (47.8 mL) was hydrogenated. After 2 hr, the reaction was filtered through a wad of CELITE® and rinsed with THF and MeOH. The filtrate was concentrated in vacuo, dissolved in EtOAc (100 mL) and brine (25 mL). The layers were separated, and the aqueous layer was extracted with EtOAc (50 mL). The organic layer...